This data is from the Open Reaction Database (ORD), a public repository of structured organic reaction records. The task is: describe an organic reaction: reactants, conditions, products, and yield The reactants are CCO, Cc1cccc(OCC(F)(F)F)c1[N+](=O)[O-]. Product: Cc1cccc(OCC(F)(F)F)c1N. RXN SMILES: [CH3:17][CH2:18][OH:19].[N+:1]([O-:2])(=[O:3])[c:4]1[c:5]([CH3:16])[cH:6][cH:7][cH:8][c:9]1[O:10][CH2:11][C:12]([F:13])([F:14])[F:15]>>[NH2:1][c:4]1[c:5]([CH3:16])[cH:6][cH:7][cH:8][c:9]1[O:10][CH2:11][C:12]([F:13])([F:14])[F:15]. The reactants are NC1=C(C=C(C=2C(C3=CC=CC=C3C(C12)=O)=O)[N+](=O)[O-])C(=O)OC1=CC=CC=C1 (phenyl 1-amino-4-nitroanthraquinone-2-carboxylate), C([O-])([O-])=O.[K+].[K+] (potassium carbonate), ClC1=CC=C(C=C1)S (4-chlorothiophenol), CN1C(CCC1)=O (N-methylpyrrolidone). Solvent: CO (methanol). Run at temperature 80 celsius. Yields the product NC1=C(C=C(C=2C(C3=CC=CC=C3C(C12)=O)=O)SC1=CC=C(C=C1)Cl)C(=O)OC (methyl 1-amino-4-(4-chlorophenylmercapto)-anthraquinone-2-carboxylate). RXN SMILES: [NH2:1][C:2]1[C:15]2[C:14](=[O:16])[C:13]3[C:8](=[CH:9][CH:10]=[CH:11][CH:12]=3)[C:7](=[O:17])[C:6]=2[C:5]([N+]([O-])=O)=[CH:4][C:3]=1[C:21]([O:23][C:24]1C=CC=CC=1)=[O:22].C(=O)([O-])[O-].[K+].[K+].[Cl:36][C:37]1[CH:42]=[CH:41][C:40]([SH:43])=[CH:39][CH:38]=1.CN1CCCC1=O>CO>[NH2:1][C:2]1[C:15]2[C:14](=[O:16])[C:13]3[C:8](=[CH:9][CH:10]=[CH:11][CH:12]=3)[C:7](=[O:17])[C:6]=2[C:5]([S:43][C:40]2[CH:41]=[CH:42][C:37]([Cl:36])=[CH:38][CH:39]=2)=[CH:4][C:3]=1[C:21]([O:23][CH3:24])=[O:22] |f:1.2.3|. Reported procedure: 11.6 g of phenyl 1-amino-4-nitroanthraquinone-2-carboxylate (see Example 3a), 4.2 g of potassium carbonate (anhydrous) and 4.8 g of 4-chlorothiophenol are introduced into 50 cc of N-methylpyrrolidone, and the mixture is heated at 80° C. until the starting material has reacted completely. The mixture is then diluted at 70° C. with 50 cc of methanol and is allowed to cool. The crystals which have separated out are filtered off with suction, washed with methanol and hot water and dried. This gives ... The reactants are Cl (hydrochloric acid), COC(C(C1=CC=CC=C1)=O)C1=CC=CC=C1 (Benzoin methyl ether), C=O (paraformaldehyde), [OH-].[K+] (Potassium hydroxide). The solvent is C(C)O (ethanol), CS(=O)C (dimethyl sulfoxide), O (water). Yields the product COC(C(C1=CC=CC=C1)=O)(C1=CC=CC=C1)CO (α-methylol benzoin methyl ether). As a reaction SMILES: [OH-:1].[K+].[CH3:3][O:4][CH:5]([C:14]1[CH:19]=[CH:18][CH:17]=[CH:16][CH:15]=1)[C:6](=[O:13])[C:7]1[CH:12]=[CH:11][CH:10]=[CH:9][CH:8]=1.[CH2:20]=O.Cl>C(O)C.O.CS(C)=O>[CH3:3][O:4][C:5]([CH2:20][OH:1])([C:14]1[CH:19]=[CH:18][CH:17]=[CH:16][CH:15]=1)[C:6](=[O:13])[C:7]1[CH:12]=[CH:11][CH:10]=[CH:9][CH:8]=1 |f:0.1|. Procedure: Potassium hydroxide 0.4 g was dissolved in ethanol 5 mL and dimethyl sulfoxide 200 mL was further added to obtain a solution. Benzoin methyl ether 30 g (0.13 mol) was dissolved in the solution and paraformaldehyde 5 g (0.16 mol) was added and reacted at 40° C. for 3 hours under nitrogen current. After that, the reaction product was cooled to a room temperature and neutralized with a dilute hydrochloric acid and then saturated salt water 120 mL was added. The solution was extracted by ethyl aceta... The reactants are CC(C)(C)OC(=O)N1CCC(O)CC1, C1CCOC1, Cc1cc(O)c([N+](=O)[O-])cc1Cl, c1ccc(P(c2ccccc2)c2ccccc2)cc1. Yields the product Cc1cc(OC2CCN(C(=O)OC(C)(C)C)CC2)c([N+](=O)[O-])cc1Cl. RXN SMILES: [C:13]([CH3:14])([CH3:15])([CH3:16])[O:17][C:18](=[O:19])[N:20]1[CH2:21][CH2:22][CH:23]([OH:26])[CH2:24][CH2:25]1.[CH2:46]1[O:47][CH2:48][CH2:49][CH2:50]1.[Cl:1][c:2]1[cH:3][c:4]([N+:10](=[O:11])[O-:12])[c:5]([OH:9])[cH:6][c:7]1[CH3:8].[c:27]1([P:28]([c:29]2[cH:30][cH:31][cH:32][cH:33][cH:34]2)[c:35]2[cH:36][cH:37][cH:38][cH:39][cH:40]2)[cH:41][cH:42][cH:43][cH:44][cH:45]1>>[Cl:1][c:2]1[cH:3][c:4]([N+:10](=[O:11])[O-:12])[c:5]([O:9][CH:23]2[CH2:22][CH2:21][N:20]([C:18]([O:17][C:13]([CH3:14])([CH3:15])[CH3:16])=[O:19])[CH2:25][CH2:24]2)[cH:6][c:7]1[CH3:8]. Yields the product Cl, NNc1ccc(OCc2ccccc2)cc1. As a reaction SMILES: [CH2:6]([c:7]1[cH:8][cH:9][cH:10][cH:11][cH:12]1)[O:13][c:14]1[cH:15][cH:16][c:17]([NH2:18])[cH:19][cH:20]1.[ClH:22].[ClH:5].[N:1]([O-:2])=[O:3].[Na+:4].[OH2:21]>>[ClH:5].[NH2:1][NH:18][c:17]1[cH:16][cH:15][c:14]([O:13][CH2:6][c:7]2[cH:8][cH:9][cH:10][cH:11][cH:12]2)[cH:20][cH:19]1. Reactants: Nc1ccc(OCc2ccccc2)cc1, Cl, Cl, O=N[O-], [Na+], O. Reactants: Cl.Cl.C(C)OC(=O)C1(CCN(CC1)C1=CC=NC=C1)COC=1C=CC2=C(CN(CCC2)C(N)=N)C1 (4-(2-Amidino-2,3,4,5-tetrahydro-1H-benz[c]azepin-8-yloxymethyl)-1-(pyridin-4-yl)piperidine-4-carboxylic acid ethyl ester dihydrochloride). Solvent: Cl (hydrochloric acid). Product: Cl.Cl.C(N)(=N)N1CC2=C(CCC1)C=CC(=C2)OCC2(CCN(CC2)C2=CC=NC=C2)C(=O)O (4-(2-Amidino-2,3,4,5-tetrahydro-1H-benz[c]azepin-8-yloxymethyl)-1-(pyridin-4-yl)piperidine-4-carboxylic Acid Dihydrochoride). The yield is 197.2%. As a reaction SMILES: [ClH:1].Cl.C([O:5][C:6]([C:8]1([CH2:20][O:21][C:22]2[CH:23]=[CH:24][C:25]3[CH2:31][CH2:30][CH2:29][N:28]([C:32](=[NH:34])[NH2:33])[CH2:27][C:26]=3[CH:35]=2)[CH2:13][CH2:12][N:11]([C:14]2[CH:19]=[CH:18][N:17]=[CH:16][CH:15]=2)[CH2:10][CH2:9]1)=[O:7])C>Cl>[ClH:1].[ClH:1].[C:32]([N:28]1[CH2:29][CH2:30][CH2:31][C:25]2[CH:24]=[CH:23][C:22]([O:21][CH2:20][C:8]3([C:6]([OH:7])=[O:5])[CH2:13][CH2:12][N:11]([C:14]4[CH:19]=[CH:18][N:17]=[CH:16][CH:15]=4)[CH2:10][CH2:9]3)=[CH:35][C:26]=2[CH2:27]1)(=[NH:33])[NH2:34] |f:0.1.2,4.5.6|. Procedure: 4-(2-Amidino-2,3,4,5-tetrahydro-1H-benz[c]azepin-8-yloxymethyl)-1-(pyridin-4-yl)piperidine-4-carboxylic acid ethyl ester dihydrochloride (150 mg) was dissolved in 6N-hydrochloric acid (2 ml), and the mixture was stirred under reflux for 3 hours. After completion of the reaction, insoluble material was removed and the solvent was evaporated. The residue was dried under reduced pressure to give the title compound (140 mg). Reactants: ClC1=CC(=C(CN2N=CC3=CC(=CC=C23)\C=C/2\C(NC(S2)=O)=O)C=C1)C(F)(F)F ((5Z)-5-({1-[4-chloro-2-(trifluoromethyl)benzyl]-1H-indazol-5-yl}methylidene)-2,4-dioxo-1,3-thiazolidine), ClCC=1N=C(SC1)N (4-chloromethylthiazol-2-ylamine). Product: NC=1SC=C(N1)CN1C(S\C(\C1=O)=C/C=1C=C2C=NN(C2=CC1)CC1=C(C=C(C=C1)Cl)C(F)(F)F)=O ((5Z)-3-[(2-Amino-1,3-thiazol-4-yl)methyl]-5-({1-[4-chloro-2-(trifluoromethyl)benzyl]-1H-indazol-5-yl}methylidene)-1,3-thiazolidine-2,4-dione). RXN SMILES: [Cl:1][C:2]1[CH:25]=[CH:24][C:5]([CH2:6][N:7]2[C:15]3[C:10](=[CH:11][C:12](/[CH:16]=[C:17]4/[C:18](=[O:23])[NH:19][C:20](=[O:22])[S:21]/4)=[CH:13][CH:14]=3)[CH:9]=[N:8]2)=[C:4]([C:26]([F:29])([F:28])[F:27])[CH:3]=1.Cl[CH2:31][C:32]1[N:33]=[C:34]([NH2:37])[S:35][CH:36]=1>>[NH2:37][C:34]1[S:35][CH:36]=[C:32]([CH2:31][N:19]2[C:18](=[O:23])/[C:17](=[CH:16]/[C:12]3[CH:11]=[C:10]4[C:15](=[CH:14][CH:13]=3)[N:7]([CH2:6][C:5]3[CH:24]=[CH:25][C:2]([Cl:1])=[CH:3][C:4]=3[C:26]([F:27])([F:29])[F:28])[N:8]=[CH:9]4)/[S:21][C:20]2=[O:22])[N:33]=1. Procedure details: (5Z)-3-[(2-Amino-1,3-thiazol-4-yl)methyl]-5-({1-[4-chloro-2-(trifluoromethyl)benzyl]-1H-indazol-5-yl}methylidene)-1,3-thiazolidine-2,4-dione was prepared from (5Z)-5-({1-[4-chloro-2-(trifluoromethyl)benzyl]-1H-indazol-5-yl}methylidene)-2,4-dioxo-1,3-thiazolidine (from Example 1) and 4-chloromethylthiazol-2-ylamine following General Procedure H.